The task is: describe an organic reaction: reactants, conditions, products, and yield. This data is from the Open Reaction Database (ORD), a public repository of structured organic reaction records. Reaction SMILES: [CH3:1][O:2][C:3]([CH2:4][CH2:5][CH2:6][CH2:7][CH2:8][CH2:9][CH2:10][N:11]([C:12]([c:13]1[cH:14][cH:15][c:16]([F:19])[cH:17][cH:18]1)=[O:20])[c:21]1[cH:22][cH:23][c:24]([O:27][CH3:28])[cH:25][cH:26]1)=[O:29].[CH3:32][OH:33].[Na+:31].[OH-:30]>>[O:2]=[C:3]([CH2:4][CH2:5][CH2:6][CH2:7][CH2:8][CH2:9][CH2:10][N:11]([C:12]([c:13]1[cH:14][cH:15][c:16]([F:19])[cH:17][cH:18]1)=[O:20])[c:21]1[cH:22][cH:23][c:24]([O:27][CH3:28])[cH:25][cH:26]1)[OH:29]. The reactants are COC(=O)CCCCCCCN(C(=O)c1ccc(F)cc1)c1ccc(OC)cc1, CO, [Na+], [OH-]. Product: COc1ccc(N(CCCCCCCC(=O)O)C(=O)c2ccc(F)cc2)cc1. Starting materials: CC(Nc1ncc2c(n1)N(C1CCCC1)CC(C)(C)C(=O)N2C)c1ccc(Br)cc1, CCN(CC)C(=O)c1ccccc1O, CNCCN(C)C, CCOC(C)=O, [Cu]I, [K+], [K+], [K+], [NH4+], CN(C)C=O, [OH-], O, O=P([O-])([O-])[O-]. Product: CC(Nc1ncc2c(n1)N(C1CCCC1)CC(C)(C)C(=O)N2C)c1ccc(N(C)CCN(C)C)cc1. RXN SMILES: [Br:1][c:2]1[cH:3][cH:4][c:5]([CH:8]([CH3:9])[NH:10][c:11]2[n:12][cH:13][c:14]3[c:15]([n:30]2)[N:16]([CH:25]2[CH2:26][CH2:27][CH2:28][CH2:29]2)[CH2:17][C:18]([CH3:23])([CH3:24])[C:19](=[O:22])[N:20]3[CH3:21])[cH:6][cH:7]1.[CH2:31]([N:32]([CH2:33][CH3:34])[C:35](=[O:36])[c:37]1[cH:38][cH:39][cH:40][cH:41][c:42]1[OH:43])[CH3:44].[CH3:53][NH:54][CH2:55][CH2:56][N:57]([CH3:58])[CH3:59].[CH3:65][CH2:66][O:67][C:68](=[O:69])[CH3:70].[Cu:74][I:75].[K+:50].[K+:51].[K+:52].[NH4+:72].[O:60]=[CH:61][N:62]([CH3:63])[CH3:64].[OH-:73].[OH2:71].[P:45]([O-:46])([O-:47])([O-:48])=[O:49]>>[c:2]1([N:54]([CH3:53])[CH2:55][CH2:56][N:57]([CH3:58])[CH3:59])[cH:3][cH:4][c:5]([CH:8]([CH3:9])[NH:10][c:11]2[n:12][cH:13][c:14]3[c:15]([n:30]2)[N:16]([CH:25]2[CH2:26][CH2:27][CH2:28][CH2:29]2)[CH2:17][C:18]([CH3:23])([CH3:24])[C:19](=[O:22])[N:20]3[CH3:21])[cH:6][cH:7]1. Reactants: CCOC(=O)CC1CCNCC1, CCOC(C)=O, CCN(C(C)C)C(C)C, Clc1nc(Cl)c2cc[nH]c2n1, C1COCCO1, O. Product: CCOC(=O)CC1CCN(c2nc(Cl)nc3[nH]ccc23)CC1. RXN SMILES: [CH2:12]([CH3:13])[O:14][C:15]([CH2:16][CH:17]1[CH2:18][CH2:19][NH:20][CH2:21][CH2:22]1)=[O:23].[CH3:40][CH2:41][O:42][C:43]([CH3:44])=[O:45].[CH:24]([N:25]([CH2:26][CH3:27])[CH:28]([CH3:29])[CH3:30])([CH3:31])[CH3:32].[Cl:1][c:2]1[n:3][c:4]([Cl:11])[c:5]2[c:6]([n:7]1)[nH:8][cH:9][cH:10]2.[O:34]1[CH2:35][CH2:36][O:37][CH2:38][CH2:39]1.[OH2:33]>>[Cl:1][c:2]1[n:3][c:4]([N:20]2[CH2:19][CH2:18][CH:17]([CH2:16][C:15]([O:14][CH2:12][CH3:13])=[O:23])[CH2:22][CH2:21]2)[c:5]2[c:6]([n:7]1)[nH:8][cH:9][cH:10]2. The reactants are S(O)(O)(=O)=O (sulfuric acid), [OH-].[NH4+] (ammonium hydroxide), BrC1=C(C=CC(=C1)F)C(C)(C)O (2-(2-bromo-4-fluoro-phenyl)-propan-2-ol), C[Si](C)(C)C#N (trimethylsilyl cyanide). Run in ice water. Run at time 8 hour. The product is BrC1=C(C=CC(=C1)F)C(C)(C)NC=O (N-(2-(2-Bromo-4-fluorophenyl)propan-2-yl)formamide). Yield: 75.0%. RXN SMILES: S(=O)(=O)(O)O.[Br:6][C:7]1[CH:12]=[C:11]([F:13])[CH:10]=[CH:9][C:8]=1[C:14](O)([CH3:16])[CH3:15].C[Si]([C:22]#[N:23])(C)C.[OH-:24].[NH4+]>>[Br:6][C:7]1[CH:12]=[C:11]([F:13])[CH:10]=[CH:9][C:8]=1[C:14]([NH:23][CH:22]=[O:24])([CH3:16])[CH3:15] |f:3.4|. Reported procedure: Add 98% sulfuric acid drop-wise (3 g, 31 mmol) to a mixture of 2-(2-bromo-4-fluoro-phenyl)-propan-2-ol (2.4 g, 10.30 mmol) and trimethylsilyl cyanide (2.04 g, 59 mmol) in a 25-mL round bottom flask under N2 at −20° C. Move the flask out of the cooling bath and stir the mixture at RT overnight. Dilute the mixture with ice-water and neutralize with ammonium hydroxide to pH=8. Extract the product with chloroform/IPA (3/1, 100 mL). Wash the organic phase with water/aqueous saturated sodium chloride,... Isolated yield 60.4%. Run at temperature 150 celsius. Solvent: O.CCOC(=O)C (water EtOAc). Procedure: A mixture of 2-(2-bromothiazol-4-yl)acetonitrile (575 mg, 2.832 mmol), 4-(4,4,5,5-tetramethyl-1,3,2-dioxaborolan-2-yl)-1-trityl-pyrazolo[3,4-b]pyridine (1.840 g, 3.398 mmol), Na2CO3 (4.248 mL of 2 M, 8.496 mmol) and tetrakis(triphenylphosphine) Palladium(0) (130.9 mg, 0.1133 mmol) was heated in the microwave at 150° C. for 20 minutes. The reaction mixture was treated with water/EtOAc and extracted twice. The organics were dried (MgSO4), filtered, concentrated and purified (1:1 Petroleum ether/Et... Starting materials: BrC=1SC=C(N1)CC#N (2-(2-bromothiazol-4-yl)acetonitrile), CC1(OB(OC1(C)C)C1=C2C(=NC=C1)N(N=C2)C(C2=CC=CC=C2)(C2=CC=CC=C2)C2=CC=CC=C2)C (4-(4,4,5,5-tetramethyl-1,3,2-dioxaborolan-2-yl)-1-trityl-pyrazolo[3,4-b]pyridine), C(=O)([O-])[O-].[Na+].[Na+] (Na2CO3). Reaction SMILES: Br[C:2]1[S:3][CH:4]=[C:5]([CH2:7][C:8]#[N:9])[N:6]=1.CC1(C)C(C)(C)OB([C:18]2[CH:23]=[CH:22][N:21]=[C:20]3[N:24]([C:27]([C:40]4[CH:45]=[CH:44][CH:43]=[CH:42][CH:41]=4)([C:34]4[CH:39]=[CH:38][CH:37]=[CH:36][CH:35]=4)[C:28]4[CH:33]=[CH:32][CH:31]=[CH:30][CH:29]=4)[N:25]=[CH:26][C:19]=23)O1.C([O-])([O-])=O.[Na+].[Na+]>[Pd].C1(P(C2C=CC=CC=2)C2C=CC=CC=2)C=CC=CC=1.C1(P(C2C=CC=CC=2)C2C=CC=CC=2)C=CC=CC=1.C1(P(C2C=CC=CC=2)C2C=CC=CC=2)C=CC=CC=1.C1(P(C2C=CC=CC=2)C2C=CC=CC=2)C=CC=CC=1.O.CCOC(C)=O>[C:27]([N:24]1[C:20]2=[N:21][CH:22]=[CH:23][C:18]([C:2]3[S:3][CH:4]=[C:5]([CH2:7][C:8]#[N:9])[N:6]=3)=[C:19]2[CH:26]=[N:25]1)([C:40]1[CH:45]=[CH:44][CH:43]=[CH:42][CH:41]=1)([C:28]1[CH:29]=[CH:30][CH:31]=[CH:32][CH:33]=1)[C:34]1[CH:39]=[CH:38][CH:37]=[CH:36][CH:35]=1 |f:2.3.4,5.6.7.8.9,10.11|. Reagents/catalysts: [Pd].C1(=CC=CC=C1)P(C1=CC=CC=C1)C1=CC=CC=C1.C1(=CC=CC=C1)P(C1=CC=CC=C1)C1=CC=CC=C1.C1(=CC=CC=C1)P(C1=CC=CC=C1)C1=CC=CC=C1.C1(=CC=CC=C1)P(C1=CC=CC=C1)C1=CC=CC=C1 (tetrakis(triphenylphosphine) Palladium(0)). Yields the product C(C1=CC=CC=C1)(C1=CC=CC=C1)(C1=CC=CC=C1)N1N=CC=2C1=NC=CC2C=2SC=C(N2)CC#N (2-(2-(1-trityl-1H-pyrazolo[3,4-b]pyridin-4-yl)thiazol-4-yl)ethanenitrile). Starting materials: FC(C=1SC=C(N1)C1=C(C=CC=C1)O)(F)F (2-[2-(trifluoromethyl)-1,3-thiazol-4-yl]phenol), BrCCBr (1,2-dibromoethane), C(C)#N (acetonitrile), BrCCOC1=C(C=CC=C1)C=1N=C(SC1)C(F)(F)F (4-[2-(2-bromoethoxy)phenyl]-2-(trifluoromethyl)-1,3-thiazole). Run at temperature 70 celsius. Yields the product FC(C=1SC=C(N1)C1=C(OCCNCCO)C=CC=C1)(F)F (2-[(2-{2-[2-(Trifluoromethyl)-1,3-thiazol-4-yl]phenoxy}ethyl)amino]ethanol). As a reaction SMILES: Br[CH2:2][CH2:3][O:4][C:5]1[CH:10]=[CH:9][CH:8]=[CH:7][C:6]=1[C:11]1[N:12]=[C:13]([C:16]([F:19])([F:18])[F:17])[S:14][CH:15]=1.FC(F)(F)C1SC=C([C:27]2C=CC=C[C:28]=2[OH:33])N=1.BrCCBr.C(#[N:42])C>>[F:17][C:16]([F:19])([F:18])[C:13]1[S:14][CH:15]=[C:11]([C:6]2[CH:7]=[CH:8][CH:9]=[CH:10][C:5]=2[O:4][CH2:3][CH2:2][NH:42][CH2:27][CH2:28][OH:33])[N:12]=1. Procedure: Synthesis of 4-[2-(2-bromoethoxy)phenyl]-2-(trifluoromethyl)-1,3-thiazole (C5) Cesium carbonate (266 mg, 0.816 mmol) was added to a solution of 2-[2-(trifluoromethyl)-1,3-thiazol-4-yl]phenol (C4) (100 mg, 0.408 mmol) and 1,2-dibromoethane (0.35 mL, 4.1 mmol) in acetonitrile (33 mL), and the mixture was heated at 70° C. for 18 hours. After cooling to room temperature, the reaction was partitioned between dichloromethane and water; the organic layer was dried over magnesium sulfate, filtered, and ... Starting materials: Clc1ccccn1 (2-Chloropyridine), CC(C)(C)OC(=O)n1cccc1B(O)O (N-Boc-2-pyrroleboronic acid). The reagents and catalysts are c1c2ccccc2ccc1 (Naphthelene), N\2=C1\N(CCCCC1)CCC/2 (DBU), CC(=O)C (acetone), O (water), CS(=O)(=O)O[Pd]c1ccccc1-c2ccccc2N.c1ccc(cc1)P(c2ccccc2)c3ccccc3 (Pd G3 µ-OMS Pd G3 µ-OMS). Run in C1CCOC1 (THF), O (water), C1CCOC1 (THF), C1CCOC1 (THF), C1CCOC1 (THF), C1CCOC1 (THF). Conditions: temperature 110 celsius, time 600 second. The product is CC(OC(N1C=CC=C1C2=CC=CC=N2)=O)(C)C (tert-butyl 2-(pyridin-2-yl)-1H-pyrrole-1-carboxylate). The yield is 29.4%. Starting materials: ClC=1C=C(C=CC1Cl)C(CC(=O)N1C=CC2=CC=CC=C12)CC=O (1-[3-(3,4-dichlorophenyl)-1,5-dioxopentyl]-1H-indole), 3A, Cl.C1(=CC=CC=C1)C1(CCNCC1)O (4-phenyl-4-hydroxypiperidine HCl), [BH3-]C#N.[Na+] (NaBH3CN). The solvent is CO.C1CCOC1 (MeOH THF). Run at time 18 hour. The product is ClC=1C=C(C=CC1Cl)C(CC(=O)N1C=CC2=CC=CC=C12)CCN1CCC(CC1)(C1=CC=CC=C1)O (1-[3-(3,4-dichlorophenyl)-5-(4-hydroxy-4-phenyl-1-piperidinyl)-1-oxopentyl]-1H -indole). Yield: 56.0%. As a reaction SMILES: [Cl:1][C:2]1[CH:3]=[C:4]([CH:9]([CH2:22][CH:23]=O)[CH2:10][C:11]([N:13]2[C:21]3[C:16](=[CH:17][CH:18]=[CH:19][CH:20]=3)[CH:15]=[CH:14]2)=[O:12])[CH:5]=[CH:6][C:7]=1[Cl:8].Cl.[C:26]1([C:32]2([OH:38])[CH2:37][CH2:36][NH:35][CH2:34][CH2:33]2)[CH:31]=[CH:30][CH:29]=[CH:28][CH:27]=1.[BH3-]C#N.[Na+]>CO.C1COCC1>[Cl:1][C:2]1[CH:3]=[C:4]([CH:9]([CH2:22][CH2:23][N:35]2[CH2:36][CH2:37][C:32]([OH:38])([C:26]3[CH:27]=[CH:28][CH:29]=[CH:30][CH:31]=3)[CH2:33][CH2:34]2)[CH2:10][C:11]([N:13]2[C:17]3[C:16](=[CH:21][CH:20]=[CH:19][CH:18]=3)[CH:15]=[CH:14]2)=[O:12])[CH:5]=[CH:6][C:7]=1[Cl:8] |f:1.2,3.4,5.6|. Procedure: 1-[3-(3,4-dichlorophenyl)-1,5-dioxopentyl]-1H-indole (740 mg), in MeOH/THF (1:1, 30 mL) was treated sequentially with molecular sieves 3A (880 mg), 4-phenyl-4-hydroxypiperidine HCl (880 mg) and NaBH3CN (130 mg). The resulting mixture was stirred at room temperature for 18 hours. The reaction mixture was with quenched with water (20 mL) and diluted with CH2Cl2 (50 mL). The organic layer was separated and the aqueous layer extracted with CH2Cl2 (3×50 mL) The combined organic layers were dried over... Starting materials: ClCl (chlorine), C23H25ClN4O3, CC=1C=C(C(=O)O)C=CC1C(=O)N1CCCC1 (3-methyl-4-(pyrrolidin-1-ylcarbonyl)benzoic acid), CN(C)C(=[N+](C)C)ON1C2=C(C=CC=C2)N=N1.[B-](F)(F)(F)F (TBTU), C(C)(C)N(CC)C(C)C (diisopropylethylamine), ClC1=CC2=C(NC(=N2)[C@H](COC)N)C=C1 ((1R)-1-(5-chloro-1H-benzimidazol-2-yl)-2-methoxyethylamine). Solvent: ClCCl.CO (dichloromethane methanol), CN(C=O)C (dimethylformamide). Yields the product ClC1=CC2=C(NC(=N2)[C@H](COC)NC(C2=CC(=C(C=C2)C(=O)N2CCCC2)C)=O)C=C1 (N-[(1R)-1-(5-chloro-1H-benzimidazol-2-yl)-2-methoxyethyl]-3-methyl-4-(pyrrolidin-1-ylcarbonyl)benzamide). Yield: 95.0%. Reaction SMILES: [CH3:1][C:2]1[CH:3]=[C:4]([CH:8]=[CH:9][C:10]=1[C:11]([N:13]1[CH2:17][CH2:16][CH2:15][CH2:14]1)=[O:12])[C:5]([OH:7])=O.CN(C(ON1N=NC2C=CC=CC1=2)=[N+](C)C)C.[B-](F)(F)(F)F.C(N(C(C)C)CC)(C)C.[Cl:49][C:50]1[CH:63]=[CH:62][C:53]2[NH:54][C:55]([C@@H:57]([NH2:61])[CH2:58][O:59][CH3:60])=[N:56][C:52]=2[CH:51]=1.ClCl>CN(C)C=O.ClCCl.CO>[Cl:49][C:50]1[CH:63]=[CH:62][C:53]2[NH:54][C:55]([C@@H:57]([NH:61][C:5](=[O:7])[C:4]3[CH:8]=[CH:9][C:10]([C:11]([N:13]4[CH2:17][CH2:16][CH2:15][CH2:14]4)=[O:12])=[C:2]([CH3:1])[CH:3]=3)[CH2:58][O:59][CH3:60])=[N:56][C:52]=2[CH:51]=1 |f:1.2,7.8|. Procedure details: Prepared analogously to Example 1g from 3-methyl-4-(pyrrolidin-1-ylcarbonyl)benzoic acid, TBTU, diisopropylethylamine, and (1R)-1-(5-chloro-1H-benzimidazol-2-yl)-2-methoxyethylamine in dimethylformamide. Yield: 95%; Rf value: 0.49 (silica gel; dichloromethane/methanol=95:5); C23H25ClN4O3 (440.93); mass spectrum: (M+H)+=441/443 (chlorine isotope). Starting materials: CN1CC2=C(C(CC1)O)C=CS2 (7-methyl-5,6,7,8-tetrahydro-4H-thieno[2,3-c]azepin-4-ol), C(N)(=O)C1=CC(=C(C=C1)F)Cl (4-carbamoyl-2-chloro-1-fluorobenzene). Yields the product Cl.C(N)(=O)C1=CC(=C(C=C1)OC1C2=C(CN(CC1)C)SC=C2)Cl (4-(4-Carbamoyl-2-chlorophenyloxy)-7-methyl-5,6,7,8-tetrahydro-4H-thieno[2,3-c]azepine hydrochloride). RXN SMILES: [CH3:1][N:2]1[CH2:8][CH2:7][CH:6]([OH:9])[C:5]2[CH:10]=[CH:11][S:12][C:4]=2[CH2:3]1.[C:13]([C:16]1[CH:21]=[CH:20][C:19](F)=[C:18]([Cl:23])[CH:17]=1)(=[O:15])[NH2:14]>>[ClH:23].[C:13]([C:16]1[CH:21]=[CH:20][C:19]([O:9][CH:6]2[CH2:7][CH2:8][N:2]([CH3:1])[CH2:3][C:4]3[S:12][CH:11]=[CH:10][C:5]2=3)=[C:18]([Cl:23])[CH:17]=1)(=[O:15])[NH2:14] |f:2.3|. Reported procedure: The same method as in Example 3 was conducted using 7-methyl-5,6,7,8-tetrahydro-4H-thieno[2,3-c]azepin-4-ol (Reference Example 22) instead of 6-methyl-4,5,6,7-tetrahydrothieno[2,3-c]pyridin-4-ol (Reference Example 6) and was conducted using 4-carbamoyl-2-chloro-1-fluorobenzene instead of 1,3-difluorobenzene to give the objective compound.